This data is from the Open Reaction Database (ORD), a public repository of structured organic reaction records. The task is: describe an organic reaction: reactants, conditions, products, and yield Starting materials: Cl, O=C(O)C=Cc1ccc(C(F)(F)F)nc1N1CCCCC1, CS(=O)(=O)Nc1c(F)cc(CN)cc1F. As a reaction SMILES: [ClH:16].[N:17]1([c:23]2[n:24][c:25]([C:34]([F:35])([F:36])[F:37])[cH:26][cH:27][c:28]2[CH:29]=[CH:30][C:31](=[O:32])[OH:33])[CH2:18][CH2:19][CH2:20][CH2:21][CH2:22]1.[NH2:1][CH2:2][c:3]1[cH:4][c:5]([F:15])[c:6]([NH:10][S:11](=[O:12])(=[O:13])[CH3:14])[c:7]([F:9])[cH:8]1>>[NH:1]([CH2:2][c:3]1[cH:4][c:5]([F:15])[c:6]([NH:10][S:11](=[O:12])(=[O:13])[CH3:14])[c:7]([F:9])[cH:8]1)[C:31]([CH:30]=[CH:29][c:28]1[c:23]([N:17]2[CH2:18][CH2:19][CH2:20][CH2:21][CH2:22]2)[n:24][c:25]([C:34]([F:35])([F:36])[F:37])[cH:26][cH:27]1)=[O:32]. Product: CS(=O)(=O)Nc1c(F)cc(CNC(=O)C=Cc2ccc(C(F)(F)F)nc2N2CCCCC2)cc1F. Starting materials: CO, NCCN, COC(=O)C1CCC(=O)N1. Product: NCCNC(=O)C1CCC(=O)N1. RXN SMILES: [CH3:15][OH:16].[NH2:1][CH2:2][CH2:3][NH2:4].[NH:5]1[CH:6]([C:11]([O:13][CH3:12])=[O:14])[CH2:7][CH2:8][C:9]1=[O:10]>>[NH:1]([CH2:2][CH2:3][NH2:4])[C:11]([CH:6]1[NH:5][C:9](=[O:10])[CH2:8][CH2:7]1)=[O:13].